This data is from the Open Reaction Database (ORD), a public repository of structured organic reaction records. The task is: describe an organic reaction: reactants, conditions, products, and yield The reactants are C1CNCCN1, CSC1=NC(=O)C(=Cc2ccc3c(cnn3Cc3ccc(C(F)(F)F)cc3C(F)(F)F)c2)S1. Product: O=C1N=C(N2CCNCC2)SC1=Cc1ccc2c(cnn2Cc2ccc(C(F)(F)F)cc2C(F)(F)F)c1. RXN SMILES: [CH2:34]1[CH2:35][NH:36][CH2:37][CH2:38][NH:39]1.[F:1][C:2]([c:3]1[c:4]([CH2:5][n:6]2[n:7][cH:8][c:9]3[cH:10][c:11]([CH:15]=[C:16]4[C:17](=[O:23])[N:18]=[C:19]([S:21][CH3:22])[S:20]4)[cH:12][cH:13][c:14]23)[cH:24][cH:25][c:26]([C:28]([F:29])([F:30])[F:31])[cH:27]1)([F:32])[F:33]>>[F:1][C:2]([c:3]1[c:4]([CH2:5][n:6]2[n:7][cH:8][c:9]3[cH:10][c:11]([CH:15]=[C:16]4[C:17](=[O:23])[N:18]=[C:19]([N:36]5[CH2:35][CH2:34][NH:39][CH2:38][CH2:37]5)[S:20]4)[cH:12][cH:13][c:14]23)[cH:24][cH:25][c:26]([C:28]([F:29])([F:30])[F:31])[cH:27]1)([F:32])[F:33].